This data is from the Open Reaction Database (ORD), a public repository of structured organic reaction records. The task is: describe an organic reaction: reactants, conditions, products, and yield Starting materials: OC(CNC1=C(C=NC2=CC=CC=C12)[N+](=O)[O-])(C)C (4-(2-hydroxy-2-methylpropylamino)-3-nitroquinoline), C1(=CC=CC=C1)C (toluene). Reagents/catalysts: [Pt] (platinum on charcoal). Solvent: C(C)O (ethanol). Product: NC=1C=NC2=CC=CC=C2C1NCC(C)(C)O (3-amino-4-(2-hydroxy-2-methylpropylamino)quinoline). RXN SMILES: [OH:1][C:2]([CH3:19])([CH3:18])[CH2:3][NH:4][C:5]1[C:14]2[C:9](=[CH:10][CH:11]=[CH:12][CH:13]=2)[N:8]=[CH:7][C:6]=1[N+:15]([O-])=O.C1(C)C=CC=CC=1>[Pt].C(O)C>[NH2:15][C:6]1[CH:7]=[N:8][C:9]2[C:14]([C:5]=1[NH:4][CH2:3][C:2]([OH:1])([CH3:18])[CH3:19])=[CH:13][CH:12]=[CH:11][CH:10]=2. Reported procedure: Using the method of Example 26, 7.0 g (0.027 mole) of 4-(2-hydroxy-2-methylpropylamino)-3-nitroquinoline, 1 g of platinum on charcoal, 200 ml of toluene and 150 ml of ethanol was hydrogenated on a Paar apparatus. The solution was filtered, then evaporated to dryness to provide 3-amino-4-(2-hydroxy-2-methylpropylamino)quinoline was a solid residue. To the residue was added 50 ml of triethyl orthoformate and 5 drops of formic acid. The solution was heated at 135° to 140° C. for one hour, then allo... The reactants are NC=1OC[C@@]2(C3=CC(=CC=C3OC=3C(=CC(=CC23)O)F)Br)N1 ((S)-2-amino-7′-bromo-4′-fluoro-5H-spiro[oxazole-4,9′-xanthen]-2′-ol), C(#CC)C=1C=C(C=NC1)B(O)O (5-(prop-1-ynyl)pyridin-3-ylboronic acid), CC(C)(C#C)O (2-methylbut-3-yn-2-ol). Yields the product NC=1OC[C@]2(C3=CC(=CC(=C3OC=3C=CC(=CC23)C=2C=NC=C(C2)C#CC)F)C#CC(C)(O)C)N1 ((S)-4-(2-amino-5′-fluoro-2′-(5-(prop-1-ynyl)pyridin-3-yl)-5H-spiro[oxazole-4,9′-xanthene]-7′-yl)-2-methylbut-3-yn-2-ol). As a reaction SMILES: [NH2:1][C:2]1[O:3][CH2:4][C@@:5]2([N:22]=1)[C:18]1[CH:17]=[C:16](O)[CH:15]=[C:14]([F:20])[C:13]=1[O:12][C:11]1[C:6]2=[CH:7][C:8](Br)=[CH:9][CH:10]=1.[C:23]([C:26]1[CH:27]=[C:28](B(O)O)[CH:29]=[N:30][CH:31]=1)#[C:24][CH3:25].[CH3:35][C:36]([OH:40])([C:38]#[CH:39])[CH3:37]>>[NH2:1][C:2]1[O:3][CH2:4][C@:5]2([N:22]=1)[C:6]1[CH:7]=[C:8]([C:28]3[CH:29]=[N:30][CH:31]=[C:26]([C:23]#[C:24][CH3:25])[CH:27]=3)[CH:9]=[CH:10][C:11]=1[O:12][C:13]1[C:18]2=[CH:17][C:16]([C:39]#[C:38][C:36]([CH3:37])([OH:40])[CH3:35])=[CH:15][C:14]=1[F:20]. Reported procedure: The titled compound was synthesized by steps analogous to those described in method AA21 above, but using (S)-2-amino-7′-bromo-4′-fluoro-5H-spiro[oxazole-4,9′-xanthen]-2′-ol (prepared by steps analogous to those described in Method BB40 and Example 2), 5-(prop-1-ynyl)pyridin-3-ylboronic acid, and 2-methylbut-3-yn-2-ol. The reagents and catalysts are [Pd] (palladium on charcoal). Reported procedure: In analogy to the procedure described in example 95, the title compound has been obtained from [5-(1-benzyl-1H-pyrazol-4-yl)-3-cyclopropyl-2-(3-trifluoromethoxy-phenyl)-3H-imidazol-4-yl]-(4-pyrrolidin-1-yl-piperidin-1-yl)-methanone (prepared in analogy to the sequence described for the preparation of intermediate 13, but using [cyclopropyl-(3-trifluoromethoxy-benzoyl)-amino]-acetic acid ethyl ester instead of [cyclopropyl-(4-trifluoromethoxy-benzoyl)-amino]-acetic acid ethyl ester in step 13A) b... Yields the product C1(CC1)N1C(=NC(=C1C(=O)N1CCC(CC1)N1CCCC1)C=1C=NNC1)C1=CC(=CC=C1)OC(F)(F)F ([3-Cyclopropyl-5-(1H-pyrazol-4-yl)-2-(3-trifluoromethoxy-phenyl)-3H-imidazol-4-yl]-(4-pyrrolidin-1-yl-piperidin-1-yl)-methanone). As a reaction SMILES: C([N:8]1[CH:12]=[C:11]([C:13]2[N:17]=[C:16]([C:18]3[CH:23]=[CH:22][C:21](OC(F)(F)F)=[CH:20][CH:19]=3)[N:15]([CH:29]3[CH2:31][CH2:30]3)[C:14]=2[C:32]([N:34]2[CH2:39][CH2:38][CH:37]([N:40]3[CH2:44][CH2:43][CH2:42][CH2:41]3)[CH2:36][CH2:35]2)=[O:33])[CH:10]=[N:9]1)C1C=CC=CC=1.C(OC(=O)CN(C1CC1)C(=O)C1C=CC=C([O:58][C:59]([F:62])([F:61])[F:60])C=1)C>[Pd]>[CH:29]1([N:15]2[C:14]([C:32]([N:34]3[CH2:35][CH2:36][CH:37]([N:40]4[CH2:41][CH2:42][CH2:43][CH2:44]4)[CH2:38][CH2:39]3)=[O:33])=[C:13]([C:11]3[CH:10]=[N:9][NH:8][CH:12]=3)[N:17]=[C:16]2[C:18]2[CH:23]=[CH:22][CH:21]=[C:20]([O:58][C:59]([F:62])([F:61])[F:60])[CH:19]=2)[CH2:31][CH2:30]1. Starting materials: C(C1=CC=CC=C1)N1N=CC(=C1)C1=C(N(C(=N1)C1=CC=C(C=C1)OC(F)(F)F)C1CC1)C(=O)N1CCC(CC1)N1CCCC1 ([5-(1-benzyl-1H-pyrazol-4-yl)-3-cyclopropyl-2-(4-trifluoromethoxy-phenyl)-3H-imidazol-4-yl]-(4-pyrrolidin-1-yl-piperidin-1-yl)-methanone), C(C)OC(CN(C(C1=CC(=CC=C1)OC(F)(F)F)=O)C1CC1)=O ([cyclopropyl-(3-trifluoromethoxy-benzoyl)-amino]-acetic acid ethyl ester). Starting materials: Cl.CC1(C(N(C2=NC=CN=C21)C2CCNCC2)=O)C (7,7-dimethyl-5-(piperidin-4-yl)-5H-pyrrolo[2,3-b]pyrazin-6(7H)-one hydrochloride), Cl.CC1(C(N(C2=NC=CN=C21)C2CCNCC2)=O)C (7,7-dimethyl-5-(piperidin-4-yl)-5H-pyrrolo[2,3-b]pyrazin-6(7H)-one hydrochloride), C([O-])([O-])=O.[K+].[K+] (potassium carbonate), ClC=1SC2=C(N1)C=CC=C2 (2-chlorobenzo[d]thiazole), O (H2O). Solvent: CS(=O)C (DMSO). Run at temperature 110 celsius. Product: S1C(=NC2=C1C=CC=C2)N2CCC(CC2)N2C(C(C=1C2=NC=CN1)(C)C)=O (5-(1-(benzo[d]thiazol-2-yl)piperidin-4-yl)-7,7-dimethyl-5H-pyrrolo[2,3-b]pyrazin-6(7H)-one). Yield: 46.7%. As a reaction SMILES: Cl.[CH3:2][C:3]1([CH3:19])[C:11]2[C:6](=[N:7][CH:8]=[CH:9][N:10]=2)[N:5]([CH:12]2[CH2:17][CH2:16][NH:15][CH2:14][CH2:13]2)[C:4]1=[O:18].C(=O)([O-])[O-].[K+].[K+].Cl[C:27]1[S:28][C:29]2[CH:35]=[CH:34][CH:33]=[CH:32][C:30]=2[N:31]=1.O>CS(C)=O>[S:28]1[C:29]2[CH:35]=[CH:34][CH:33]=[CH:32][C:30]=2[N:31]=[C:27]1[N:15]1[CH2:16][CH2:17][CH:12]([N:5]2[C:6]3=[N:7][CH:8]=[CH:9][N:10]=[C:11]3[C:3]([CH3:19])([CH3:2])[C:4]2=[O:18])[CH2:13][CH2:14]1 |f:0.1,2.3.4|. Procedure details: A mixture of 7,7-dimethyl-5-(piperidin-4-yl)-5H-pyrrolo[2,3-b]pyrazin-6(7H)-one hydrochloride (Intermediate 78) (0.107 g, 0.378 mmol), potassium carbonate (0.183 g, 1.324 mmol), and 2-chlorobenzo[d]thiazole (0.077 g, 0.454 mmol) in DMSO (3 mL) was heated at 110° C. in 2 h. The reaction mixture was cooled, H2O was added, and extracted with DCM (3×). The organic extracts were dried over Na2SO4, filtered, concentrated, and purified by reverse phase HPLC. The pure fractions were concentrated to mini... Starting materials: NC1=CC=CC=2NN=NC21 (4-amino-1H-benzotriazole), ClC1=NC(=NC=C1)SC (4-chloro-2-methylsulfanyl-pyrimidine), [H-].[Na+] (NaH), ice. The solvent is CN(C)C=O (DMF). Reaction conditions: time 10 minute. Product: CSC1=NC=CC(=N1)N1N=NC2=C1C=CC=C2N (1-(2-methylsulfanyl-pyrimidin-4-yl)-1H-benzotriazol-4-ylamine). The yield is 77.5%. Reaction SMILES: [NH2:1][C:2]1[C:10]2[N:9]=[N:8][NH:7][C:6]=2[CH:5]=[CH:4][CH:3]=1.[H-].[Na+].Cl[C:14]1[CH:19]=[CH:18][N:17]=[C:16]([S:20][CH3:21])[N:15]=1>CN(C=O)C>[CH3:21][S:20][C:16]1[N:17]=[C:18]([N:7]2[C:6]3[CH:5]=[CH:4][CH:3]=[C:2]([NH2:1])[C:10]=3[N:9]=[N:8]2)[CH:19]=[CH:14][N:15]=1 |f:1.2|. Reported procedure: Dry DMF (100 mL) was cooled under N2 in an ice bath. To this was added 4-amino-1H-benzotriazole (9.0 g), and the mixture stirred for 10 min. To this was added NaH (60%, 2.95 g), and the mixture stirred on the ice bath for 15 min. Finally, 4-chloro-2-methylsulfanyl-pyrimidine (11.00 g) was added, the ice bath removed, the mixture allowed to warm to RT, and then heated to 85° C. for 1 h. The reaction mixture was then cooled to RT, and diluted with ice water. The fine yellow precipitate was filtere... Starting materials: COC(=O)c1cc(C)n(C)n1, ClC(Cl)(Cl)Cl, CC(C)(C#N)N=NC(C)(C)C#N, O=C1CCC(=O)N1Br. Yields the product COC(=O)c1cc(CBr)n(C)n1. RXN SMILES: [CH3:1][n:2]1[n:3][c:4]([C:8](=[O:9])[O:10][CH3:11])[cH:5][c:6]1[CH3:7].[Cl:32][C:33]([Cl:34])([Cl:35])[Cl:36].[N:20]#[C:21][C:22]([N:23]=[N:24][C:25]([C:26]#[N:27])([CH3:28])[CH3:29])([CH3:30])[CH3:31].[O:12]=[C:13]1[N:14]([Br:19])[C:15](=[O:16])[CH2:17][CH2:18]1>>[CH3:1][n:2]1[n:3][c:4]([C:8](=[O:9])[O:10][CH3:11])[cH:5][c:6]1[CH2:7][Br:19].